Task: describe an organic reaction: reactants, conditions, products, and yield. Dataset: the Open Reaction Database (ORD), a public repository of structured organic reaction records The reactants are O (water), C(C)OC(CC(C(C1=CC=CC=C1)=O)C(C1=CC=CC=C1)=O)=O (3,3-dibenzoyl-propionic acid ethyl ester), C(C)(=O)O (acetic acid), O.NN (hydrazine hydrate). Run in C(C)O (ethanol), C(C)O (ethanol). Reaction conditions: time 3 hour. Product: C(C)OC(CC=1C(=NNC1C1=CC=CC=C1)C1=CC=CC=C1)=O (3,5-diphenyl-1H-pyrazol-4-acetic acid-ethyl ester). The yield is 88.5%. As a reaction SMILES: [CH2:1]([O:3][C:4](=[O:23])[CH2:5][CH:6]([C:15](=O)[C:16]1[CH:21]=[CH:20][CH:19]=[CH:18][CH:17]=1)[C:7](=O)[C:8]1[CH:13]=[CH:12][CH:11]=[CH:10][CH:9]=1)[CH3:2].C(O)(=O)C.O.[NH2:29][NH2:30].O>C(O)C>[CH2:1]([O:3][C:4](=[O:23])[CH2:5][C:6]1[C:15]([C:16]2[CH:21]=[CH:20][CH:19]=[CH:18][CH:17]=2)=[N:29][NH:30][C:7]=1[C:8]1[CH:13]=[CH:12][CH:11]=[CH:10][CH:9]=1)[CH3:2] |f:2.3|. Procedure details: To a solution of 15 grams 3,3-dibenzoyl-propionic acid ethyl ester and 3 grams glacial acetic acid in 90 milliliters ethanol was added at room temperature drop by drop a solution of 3.0 grams hydrazine hydrate in 10 milliliters ethanol followed by stirring at room temperature for 3 hours. The reaction mixture was then clarified by treatment with activiated carbon, and 150 milliliters water were added to the clear solution followed by cooling in an ice bath. The precipitate formed thereby was fil... Starting materials: COC(CCCSCCC)=O (methyl-4-(propylthio)butyrate), C(C(C)C)O (isobutanol), C1(=CC=C(C=C1)S(=O)(=O)O)C (para-toluene sulfonic acid). Reaction conditions: time 14.5 hour. Yields the product C(C(C)C)OC(CCCSCCC)=O (Isobutyl-4-(Propylthio)Butyrate). RXN SMILES: [CH3:1][O:2][C:3](=[O:11])[CH2:4][CH2:5][CH2:6][S:7][CH2:8][CH2:9][CH3:10].[CH2:12](O)[CH:13](C)[CH3:14].C1(C)C=CC(S(O)(=O)=O)=CC=1>>[CH2:1]([O:2][C:3](=[O:11])[CH2:4][CH2:5][CH2:6][S:7][CH2:8][CH2:9][CH3:10])[CH:13]([CH3:14])[CH3:12]. Procedure: Into a 25 mm micro flask equipped with spin bar, hot plate (having built in magnetic stirrer), reflux condenser and thermometer are placed 5 grams (0.0284 moles) of methyl-4-(propylthio)butyrate; 8.4 grams (0.1136 moles) of isobutanol and 0.05 grams of para-toluene sulfonic acid. The reaction mass is heated to reflux and maintained at reflux with stirring for a period of 14.5 hours. At the end of the refluxing, the reaction mass is cooled and distilled on a micro Vigreux column yielding the foll... Starting materials: BrB(Br)Br, ClCCl, COc1cc(Cl)cc(C(=O)C(F)(F)F)c1N, O. Yields the product Nc1c(O)cc(Cl)cc1C(=O)C(F)(F)F. RXN SMILES: [B:17]([Br:18])([Br:19])[Br:20].[Cl:22][CH2:23][Cl:24].[NH2:1][c:2]1[c:3]([C:11]([C:12]([F:13])([F:14])[F:15])=[O:16])[cH:4][c:5]([Cl:10])[cH:6][c:7]1[O:8][CH3:9].[OH2:21]>>[NH2:1][c:2]1[c:3]([C:11]([C:12]([F:13])([F:14])[F:15])=[O:16])[cH:4][c:5]([Cl:10])[cH:6][c:7]1[OH:8]. Starting materials: CNc1nc(-c2ccccc2)nc(N2CCC(C(=O)O)CC2)n1, CCN=C=NCCCN(C)C, CN1CCOCC1, NCc1ccc(Cl)cc1, ClCCl, On1nnc2ccccc21. Product: CNc1nc(-c2ccccc2)nc(N2CCC(C(=O)NCc3ccc(Cl)cc3)CC2)n1. As a reaction SMILES: [CH3:1][NH:2][c:3]1[n:4][c:5]([N:15]2[CH2:16][CH2:17][CH:18]([C:21](=[O:22])[OH:23])[CH2:19][CH2:20]2)[n:6][c:7](-[c:9]2[cH:10][cH:11][cH:12][cH:13][cH:14]2)[n:8]1.[CH3:33][CH2:34][N:35]=[C:36]=[N:37][CH2:38][CH2:39][CH2:40][N:41]([CH3:42])[CH3:43].[CH3:54][N:55]1[CH2:56][CH2:57][O:58][CH2:59][CH2:60]1.[Cl:24][c:25]1[cH:26][cH:27][c:28]([CH2:29][NH2:30])[cH:31][cH:32]1.[Cl:61][CH2:62][Cl:63].[OH:44][n:45]1[c:46]2[c:47]([cH:48][cH:49][cH:50][cH:51]2)[n:52][n:53]1>>[CH3:1][NH:2][c:3]1[n:4][c:5]([N:15]2[CH2:16][CH2:17][CH:18]([C:21](=[O:23])[NH:30][CH2:29][c:28]3[cH:27][cH:26][c:25]([Cl:24])[cH:32][cH:31]3)[CH2:19][CH2:20]2)[n:6][c:7](-[c:9]2[cH:10][cH:11][cH:12][cH:13][cH:14]2)[n:8]1.